Dataset: the Open Reaction Database (ORD), a public repository of structured organic reaction records. Task: describe an organic reaction: reactants, conditions, products, and yield The reactants are CN1C(CCC1)=O (N-methylpyrrolidone), C(C)(=O)O (acetic acid), [OH-].[K+] (potassium hydroxide), SCC(O)CO (thioglycerol), OC1=C(CBr)C=C(C=C1)[N+](=O)[O-] (2-hydroxy-5-nitrobenzyl bromide). Solvent: O (water). The product is OC(CSCC1=C(C=CC(=C1)[N+](=O)[O-])O)CO (2-[(β,γ-dihydroxypropylthio)methyl]-4-nitrophenol). As a reaction SMILES: [OH-].[K+].CN1CCCC1=O.[OH:10][C:11]1[CH:18]=[CH:17][C:16]([N+:19]([O-:21])=[O:20])=[CH:15][C:12]=1[CH2:13]Br.C(O)(=O)C.[SH:26][CH2:27][CH:28]([CH2:30][OH:31])[OH:29]>O>[OH:29][CH:28]([CH2:30][OH:31])[CH2:27][S:26][CH2:13][C:12]1[CH:15]=[C:16]([N+:19]([O-:21])=[O:20])[CH:17]=[CH:18][C:11]=1[OH:10] |f:0.1|. Procedure details: 13.2 g of potassium hydroxide pellets (85 %) are heated to 45° C. in 27 g of thioglycerol. 10 ml of N-methylpyrrolidone are added followed portionwise over 30 minutes by 0.1 mole (23.2 g) of 2-hydroxy-5-nitrobenzyl bromide. The temperature of 67°-70° C. which is obtained is maintained for 30 minutes after the end of addition. The reaction mixture is diluted with 300 g of iced water. After neutralizing with acetic acid, the expected product precipitates. After filtering off, followed by drying at...